From a dataset of the Open Reaction Database (ORD), a public repository of structured organic reaction records. describe an organic reaction: reactants, conditions, products, and yield Procedure: Using N*2*,N*2*-diethyl-[1,2,4]triazolo[1,5-a]pyridine-2,6-diamine, this compound was prepared following the same method as for the synthesis of 1-methyl-5-(2-morpholin-4-yl-[1,2,4]triazolo[1,5-a]pyridin-6-ylcarbamoyl)-1H-pyrazole-4-carboxylic acid ethyl ester. Off white solid (1.2 g, 45%). MS: m/z=386 (M+H+). Product: C(C)OC(=O)C=1C=NN(C1C(NC=1C=CC=2N(C1)N=C(N2)N(CC)CC)=O)C (5-(2-Diethylamino-[1,2,4]triazolo[1,5-a]pyridin-6-ylcarbamoyl)-1-methyl-1H-pyrazole-4-carboxylic acid ethyl ester). Reactants: C(C)N(C1=NN2C(C=CC(=C2)N)=N1)CC (N*2*,N*2*-diethyl-[1,2,4]triazolo[1,5-a]pyridine-2,6-diamine), C(C)OC(=O)C=1C=NN(C1C(NC=1C=CC=2N(C1)N=C(N2)N2CCOCC2)=O)C (1-methyl-5-(2-morpholin-4-yl-[1,2,4]triazolo[1,5-a]pyridin-6-ylcarbamoyl)-1H-pyrazole-4-carboxylic acid ethyl ester), solid. As a reaction SMILES: C(N(CC)C1N=C2C=CC(N)=CN2N=1)C.[CH2:16]([O:18][C:19]([C:21]1[CH:22]=[N:23][N:24]([CH3:44])[C:25]=1[C:26](=[O:43])[NH:27][C:28]1[CH:29]=[CH:30][C:31]2[N:32]([N:34]=[C:35]([N:37]3[CH2:42][CH2:41]O[CH2:39][CH2:38]3)[N:36]=2)[CH:33]=1)=[O:20])[CH3:17]>>[CH2:16]([O:18][C:19]([C:21]1[CH:22]=[N:23][N:24]([CH3:44])[C:25]=1[C:26](=[O:43])[NH:27][C:28]1[CH:29]=[CH:30][C:31]2[N:32]([N:34]=[C:35]([N:37]([CH2:42][CH3:41])[CH2:38][CH3:39])[N:36]=2)[CH:33]=1)=[O:20])[CH3:17]. Starting materials: C(C)(C)(C)OC(COCCOCCOCCOCCOCCOC1=CC(=CC(=C1)OCCOCCOCCOCCOCCNC(=O)OCC1C2=CC=CC=C2C=2C=CC=CC12)OCCOCCOCCOCCOCCNC(=O)OCC1C2=CC=CC=C2C=2C=CC=CC12)=O ((2-{2-[2-(2-{2-[3,5-bis-{2-[2-(2-{2-[2-(9H-fluoren-9-ylmethoxycarbonylamino)-ethoxy]-ethoxy}-ethoxy)-ethoxy]-ethoxy}-phenoxy]-ethoxy}-ethoxy)-ethoxy]-ethoxy}-ethoxy)-acetic acid tert-butyl ester), hydrated trifluoroacetic acid. Run in C1(=CC=CC=C1)C (Toluene). Conditions: time 5 minute. Yields the product C1=CC=CC=2C3=CC=CC=C3C(C12)COC(=O)NCCOCCOCCOCCOCCOC=1C=C(OCCOCCOCCOCCOCCOCC(=O)O)C=C(C1)OCCOCCOCCOCCOCCNC(=O)OCC1C2=CC=CC=C2C=2C=CC=CC12 ((2-{2-[2-(2-{2-[3,5-bis-{2-[2-(2-{2-[2-(9H-fluoren-9-ylmethoxycarbonylamino)-ethoxy]-ethoxy}-ethoxy)-ethoxy]-ethoxy}-phenoxy]-ethoxy}-ethoxy)-ethoxy]-ethoxy}-ethoxy)-acetic acid), oil. Isolated yield 78.0%. RXN SMILES: C([O:5][C:6](=[O:96])[CH2:7][O:8][CH2:9][CH2:10][O:11][CH2:12][CH2:13][O:14][CH2:15][CH2:16][O:17][CH2:18][CH2:19][O:20][CH2:21][CH2:22][O:23][C:24]1[CH:29]=[C:28]([O:30][CH2:31][CH2:32][O:33][CH2:34][CH2:35][O:36][CH2:37][CH2:38][O:39][CH2:40][CH2:41][O:42][CH2:43][CH2:44][NH:45][C:46]([O:48][CH2:49][CH:50]2[C:62]3[CH:61]=[CH:60][CH:59]=[CH:58][C:57]=3[C:56]3[C:51]2=[CH:52][CH:53]=[CH:54][CH:55]=3)=[O:47])[CH:27]=[C:26]([O:63][CH2:64][CH2:65][O:66][CH2:67][CH2:68][O:69][CH2:70][CH2:71][O:72][CH2:73][CH2:74][O:75][CH2:76][CH2:77][NH:78][C:79]([O:81][CH2:82][CH:83]2[C:95]3[CH:94]=[CH:93][CH:92]=[CH:91][C:90]=3[C:89]3[C:84]2=[CH:85][CH:86]=[CH:87][CH:88]=3)=[O:80])[CH:25]=1)(C)(C)C>C1(C)C=CC=CC=1>[CH:94]1[C:95]2[CH:83]([CH2:82][O:81][C:79]([NH:78][CH2:77][CH2:76][O:75][CH2:74][CH2:73][O:72][CH2:71][CH2:70][O:69][CH2:68][CH2:67][O:66][CH2:65][CH2:64][O:63][C:26]3[CH:25]=[C:24]([CH:29]=[C:28]([O:30][CH2:31][CH2:32][O:33][CH2:34][CH2:35][O:36][CH2:37][CH2:38][O:39][CH2:40][CH2:41][O:42][CH2:43][CH2:44][NH:45][C:46]([O:48][CH2:49][CH:50]4[C:51]5[CH:52]=[CH:53][CH:54]=[CH:55][C:56]=5[C:57]5[C:62]4=[CH:61][CH:60]=[CH:59][CH:58]=5)=[O:47])[CH:27]=3)[O:23][CH2:22][CH2:21][O:20][CH2:19][CH2:18][O:17][CH2:16][CH2:15][O:14][CH2:13][CH2:12][O:11][CH2:10][CH2:9][O:8][CH2:7][C:6]([OH:96])=[O:5])=[O:80])[C:84]3[C:89](=[CH:88][CH:87]=[CH:86][CH:85]=3)[C:90]=2[CH:91]=[CH:92][CH:93]=1. Procedure: To Compound 52 (106 mg, 0.079 mmol), 5% hydrated trifluoroacetic acid (0.54 ml) was added at room temperature, and this was followed by stirring for 5 minutes. Toluene (about 1 ml) was added; after concentration under reduced pressure, the concentrate was purified by silica gel column chromatography (Yamazen YFLC Gel, eluent; chloroform solution containing 2% methanol-chloroform solution containing 3% methanol-chloroform solution containing 5% methanol) to yield Compound 53 (light-yellow oil 79 ...